describe an organic reaction: reactants, conditions, products, and yield From a dataset of the Open Reaction Database (ORD), a public repository of structured organic reaction records. Starting materials: CC(=O)O, CCO, CCOC(C)=O, O=C(Nc1nccs1)c1ccc([N+](=O)[O-])c(F)c1. The product is Nc1ccc(C(=O)Nc2nccs2)cc1F. RXN SMILES: [CH3:19][C:20](=[O:21])[OH:22].[CH3:23][CH2:24][OH:25].[CH3:26][CH2:27][O:28][C:29](=[O:30])[CH3:31].[N+:1]([O-:2])(=[O:3])[c:4]1[c:5]([F:18])[cH:6][c:7]([C:8](=[O:9])[NH:10][c:11]2[s:12][cH:13][cH:14][n:15]2)[cH:16][cH:17]1>>[NH2:1][c:4]1[c:5]([F:18])[cH:6][c:7]([C:8](=[O:9])[NH:10][c:11]2[s:12][cH:13][cH:14][n:15]2)[cH:16][cH:17]1. The reactants are C(=O)(OCC)C=1C=C2N(C=NC=3C=CC=CC23)C1 (2-Carbethoxypyrrolo[1,2-c]quinazoline), [OH-].[K+] (KOH). Solvent: CO (MeOH), O (H2O). Yields the product O.C=1C(=CN2C=NC=3C=CC=CC3C21)C(=O)O.C=2C(=CN1C=NC=3C=CC=CC3C12)C(=O)O (Pyrrolo-[1,2-c]quinazoline-2-carboxylic acid hemihydrate). As a reaction SMILES: [C:1]([C:6]1[CH:7]=[C:8]2[C:17]3[CH:16]=[CH:15][CH:14]=[CH:13][C:12]=3[N:11]=[CH:10][N:9]2[CH:18]=1)([O:3]CC)=[O:2].[OH-].[K+]>CO.O>[OH2:2].[CH:7]1[C:6]([C:1]([OH:3])=[O:2])=[CH:18][N:9]2[C:8]=1[C:17]1[CH:16]=[CH:15][CH:14]=[CH:13][C:12]=1[N:11]=[CH:10]2.[CH:7]1[C:6]([C:1]([OH:3])=[O:2])=[CH:18][N:9]2[C:8]=1[C:17]1[CH:16]=[CH:15][CH:14]=[CH:13][C:12]=1[N:11]=[CH:10]2 |f:1.2,5.6.7|. Reported procedure: A solution of the product of Example II (2.0 g, 0.008 m) and KOH (2.0 g, 0.036 m) in MeOH (20 ml) and H2O (20 ml) was refluxed for 1 hr. The methanol was removed under vacuum and the resulting aqueous solution was acidified with HCl (10% aqueous). When the solution became acidic, a white solid formed. It was filtered and washed well with H2O and dried, to yield 1.23 g of crude product. Crystallization from MeOH afforded the product as an off-white solid; m.p. 323°-325° C. Reactants: C(C1=CC=CC=C1)OC([C@@H](NC([C@H](C[C@H](CC1=CC=CC=C1)C(=O)OCOC(C(C)(C)C)=O)CC1=CC=CC=C1)=O)CC(C)C)=O (N-[4-pivaloyloxymethoxycarbonyl-(R*,R*)-2,4-dibenzylbutyryl]-(L)-leucine benzyl ester). Reagents/catalysts: [Pd] (palladium on carbon). The solvent is C(C)O (ethanol). Yields the product C(C(C)(C)C)(=O)OCOC(=O)[C@H](C[C@@H](C(=O)N[C@@H](CC(C)C)C(=O)O)CC1=CC=CC=C1)CC1=CC=CC=C1 (N-[4-pivaloyloxymethoxycarbonyl-(R*,R*)-2,4-dibenzylbutyryl]-(L)-leucine). RXN SMILES: C([O:8][C:9](=[O:46])[C@H:10]([CH2:42][CH:43]([CH3:45])[CH3:44])[NH:11][C:12](=[O:41])[C@@H:13]([CH2:34][C:35]1[CH:40]=[CH:39][CH:38]=[CH:37][CH:36]=1)[CH2:14][C@@H:15]([C:23]([O:25][CH2:26][O:27][C:28](=[O:33])[C:29]([CH3:32])([CH3:31])[CH3:30])=[O:24])[CH2:16][C:17]1[CH:22]=[CH:21][CH:20]=[CH:19][CH:18]=1)C1C=CC=CC=1>C(O)C.[Pd]>[C:28]([O:27][CH2:26][O:25][C:23]([C@@H:15]([CH2:16][C:17]1[CH:18]=[CH:19][CH:20]=[CH:21][CH:22]=1)[CH2:14][C@H:13]([CH2:34][C:35]1[CH:36]=[CH:37][CH:38]=[CH:39][CH:40]=1)[C:12]([NH:11][C@H:10]([C:9]([OH:46])=[O:8])[CH2:42][CH:43]([CH3:44])[CH3:45])=[O:41])=[O:24])(=[O:33])[C:29]([CH3:30])([CH3:31])[CH3:32]. Procedure: 0.85 g of N-[4-pivaloyloxymethoxycarbonyl-(R*,R*)-2,4-dibenzylbutyryl]-(L)-leucine benzyl ester in 20 ml of ethanol is hydrogenated at atmospheric pressure in the presence of 0.1 g of 5% palladium on carbon. The reaction is filtered and evaporated to give N-[4-pivaloyloxymethoxycarbonyl-(R*,R*)-2,4-dibenzylbutyryl]-(L)-leucine. Product: CC(C)(C)OC(=O)NC1(C(=O)NC(Cc2ccc(-c3ccc(C#N)cc3)cc2)C(N)=O)CCOCC1. Starting materials: N#Cc1ccc(B(O)O)cc1, O=C([O-])[O-], CC1CCCO1, [K+], [K+], CC(C)(C)OC(=O)NC1(C(=O)NC(Cc2ccc(I)cc2)C(N)=O)CCOCC1, O. Reaction SMILES: [C:30](#[N:31])[c:32]1[cH:33][cH:34][c:35]([B:38]([OH:39])[OH:40])[cH:36][cH:37]1.[C:41](=[O:42])([O-:43])[O-:44].[CH3:48][CH:49]1[CH2:50][CH2:51][CH2:52][O:53]1.[K+:45].[K+:46].[NH2:1][C:2]([CH:3]([CH2:4][c:5]1[cH:6][cH:7][c:8]([I:11])[cH:9][cH:10]1)[NH:12][C:13](=[O:14])[C:15]1([NH:21][C:22]([O:23][C:24]([CH3:25])([CH3:26])[CH3:27])=[O:28])[CH2:16][CH2:17][O:18][CH2:19][CH2:20]1)=[O:29].[OH2:47]>>[NH2:1][C:2]([CH:3]([CH2:4][c:5]1[cH:6][cH:7][c:8](-[c:35]2[cH:34][cH:33][c:32]([C:30]#[N:31])[cH:37][cH:36]2)[cH:9][cH:10]1)[NH:12][C:13](=[O:14])[C:15]1([NH:21][C:22]([O:23][C:24]([CH3:25])([CH3:26])[CH3:27])=[O:28])[CH2:16][CH2:17][O:18][CH2:19][CH2:20]1)=[O:29]. The reactants are C(CC(=O)OCC)(=O)OCC (diethyl malonate), C(OCC)(OCC)OCC (triethyl orthoformate), C(C)(=O)OC(C)=O (acetic anhydride), C(OCC)(OCC)OCC (triethyl orthoformate). The reagents and catalysts are catalyst, C(C)(=O)OC(C)=O (acetic anhydride). Run at temperature 159 celsius. Yields the product C(C)OC=C(C(=O)OCC)C(=O)OCC (diethyl ethoxymethylenemalonate). Yield: 95.1%. RXN SMILES: [C:1]([O:9][CH2:10][CH3:11])(=[O:8])[CH2:2][C:3]([O:5][CH2:6][CH3:7])=[O:4].[CH:12](OCC)(OCC)[O:13][CH2:14][CH3:15].C(OC(=O)C)(=O)C>C(OC(=O)C)(=O)C>[CH2:14]([O:13][CH:12]=[C:2]([C:3]([O:5][CH2:6][CH3:7])=[O:4])[C:1]([O:9][CH2:10][CH3:11])=[O:8])[CH3:15]. Procedure: 160.2 g (1.0 mol) of diethyl malonate, 474.2 g (3.2 mol) of triethyl orthoformate, 4 g of acetic anhydride and 0.5 g of catalyst from Example 1 were initially introduced into the apparatus described in Example 1 and the mixture was heated to boiling. A mixture of 10 g of acetic anhydride and 30 g of triethyl orthoformate were continuously added dropwise in the course of 6 hours. The low-boiling component formed was distilled off at a head temperature of 78° to 79° C. The reaction temperature slo... Reactants: ClC1=C(C=CC2=C1C(N1[C@H](C=3N2C=NC3C(=O)N)CC1)=O)F ((S)-8-chloro-7-fluoro-12,12a-dihydro-9-oxo-9H,11H-azeto[2,1-c]imidazo[1,5-a][1,4]benzodiazepine-1-carboxamide), O (water), N1=CC=CC=C1 (pyridine), FC(C(=O)OC(C(F)(F)F)=O)(F)F (trifluoroacetic anhydride). The solvent is O1CCOCC1 (dioxan). Conditions: time 2.5 hour. Yields the product ClC1=C(C=CC2=C1C(N1[C@H](C=3N2C=NC3C#N)CC1)=O)F ((S)-8-chloro-7-fluoro-12,12a-dihydro-9-oxo-9H,11H-azeto[2,1-c]imidazo[1,5-a][1,4]benzodiazepine-1-carbonitrile). Yield: 90.0%. RXN SMILES: [Cl:1][C:2]1[C:7]2[C:8](=[O:21])[N:9]3[CH2:20][CH2:19][C@H:10]3[C:11]3[N:12]([CH:13]=[N:14][C:15]=3[C:16]([NH2:18])=O)[C:6]=2[CH:5]=[CH:4][C:3]=1[F:22].N1C=CC=CC=1.FC(F)(F)C(OC(=O)C(F)(F)F)=O.O>O1CCOCC1>[Cl:1][C:2]1[C:7]2[C:8](=[O:21])[N:9]3[CH2:20][CH2:19][C@H:10]3[C:11]3[N:12]([CH:13]=[N:14][C:15]=3[C:16]#[N:18])[C:6]=2[CH:5]=[CH:4][C:3]=1[F:22]. Procedure: 33.67 g (105 mmol) of (S)-8-chloro-7-fluoro-12,12a-dihydro-9-oxo-9H,11H-azeto[2,1-c]imidazo[1,5-a][1,4]benzodiazepine-1-carboxamide were suspended in 140 ml of dioxan and 18 ml of pyridine and treated dropwise with 22.6 g (107.6 mmol) of trifluoroacetic anhydride at a temperature of <8° within 30 min. The mixture was stirred at 50° for 2.5 hours and poured into 700 ml of water. The suspension was filtered and, after drying the residue, there were obtained 28.62 g (90%) of (S)-8-chloro-7-fluoro-1... Reactants: O (water), NC1=NC=CC=C1C(C1=CC=CS1)=O (2-amino-3-(2-thenoyl)pyridine), N1=CC=CC=C1 (pyridine), O=C1N(CCC1)CCCC(=O)Cl (4-(2-oxopyrrolidin-1-yl)butyryl chloride). Solvent: ClCCl (dichloromethane), ClCCl (dichloromethane). Conditions: time 2 hour. Yields the product O=C1N(CCC1)CCCC(=O)NC1=NC=CC=C1C(C1=CC=CS1)=O (2-[4-(2-oxopyrrolidin-1-yl)butyrylamino]-3-(2-thenoyl)pyridine). Reaction SMILES: [NH2:1][C:2]1[C:7]([C:8](=[O:14])[C:9]2[S:13][CH:12]=[CH:11][CH:10]=2)=[CH:6][CH:5]=[CH:4][N:3]=1.N1C=CC=CC=1.[O:21]=[C:22]1[CH2:26][CH2:25][CH2:24][N:23]1[CH2:27][CH2:28][CH2:29][C:30](Cl)=[O:31].O>ClCCl>[O:21]=[C:22]1[CH2:26][CH2:25][CH2:24][N:23]1[CH2:27][CH2:28][CH2:29][C:30]([NH:1][C:2]1[C:7]([C:8](=[O:14])[C:9]2[S:13][CH:12]=[CH:11][CH:10]=2)=[CH:6][CH:5]=[CH:4][N:3]=1)=[O:31]. Reported procedure: To 10 ml of dichloromethane are added 1.02 g of 2-amino-3-(2-thenoyl)pyridine and 0.48 ml of pyridine, whereto a solution of 1.1 g of 4-(2-oxopyrrolidin-1-yl)butyryl chloride in 5 ml of dichloromethane is added dropwise under ice-cooling. The mixture is stirred at room temperature for 2 hours. After the completion of the reaction, water is added to the reaction mixture. The dichloromethane layer is washed with water, and then the solvent is distilled off. The residue is recrystallized from a mix... Reactants: CO, Cl, CCC(C)C(NC(=O)OC)C(=O)NC(Cc1ccccc1)C(O)CN(Cc1ccc(N2CCCC2)cc1)NC(=O)OC(C)(C)C, C1COCCO1. The product is Cl, CCC(C)C(NC(=O)OC)C(=O)NC(Cc1ccccc1)C(O)CN(N)Cc1ccc(N2CCCC2)cc1. Reaction SMILES: [CH3:53][OH:54].[ClH:46].[N:1]1([c:6]2[cH:7][cH:8][c:9]([CH2:12][N:13]([CH2:14][CH:15]([CH:16]([CH2:17][c:18]3[cH:19][cH:20][cH:21][cH:22][cH:23]3)[NH:24][C:25]([CH:26]([NH:27][C:28](=[O:29])[O:30][CH3:31])[CH:32]([CH3:33])[CH2:34][CH3:35])=[O:36])[OH:37])[NH:38][C:39]([O:40][C:41]([CH3:42])([CH3:43])[CH3:44])=[O:45])[cH:10][cH:11]2)[CH2:2][CH2:3][CH2:4][CH2:5]1.[O:47]1[CH2:48][CH2:49][O:50][CH2:51][CH2:52]1>>[ClH:46].[N:1]1([c:6]2[cH:7][cH:8][c:9]([CH2:12][N:13]([CH2:14][CH:15]([CH:16]([CH2:17][c:18]3[cH:19][cH:20][cH:21][cH:22][cH:23]3)[NH:24][C:25]([CH:26]([NH:27][C:28](=[O:29])[O:30][CH3:31])[CH:32]([CH3:33])[CH2:34][CH3:35])=[O:36])[OH:37])[NH2:38])[cH:10][cH:11]2)[CH2:2][CH2:3][CH2:4][CH2:5]1.